This data is from the Open Reaction Database (ORD), a public repository of structured organic reaction records. The task is: describe an organic reaction: reactants, conditions, products, and yield Reactants: C(C)(=O)O[C@H]1[C@@H](O[C@@H]([C@@H]([C@@H]1OC(C)=O)OC(C)=O)COC(C)=O)O[C@H]1[C@@H]([C@H]([C@@H](O[C@@H]1COC(C)=O)N=[N+]=[N-])OC(C)=O)OC(C)=O (4-O-(2,3,4,6-Tetra-O-acetyl-β-D-galactopyranosyl)-2,3,6-tri-O-acetyl-β-D-glucopyranosyl azide). The reagents and catalysts are [Pd] (Pd/C). The solvent is CO (methanol). Product: C(C)(=O)O[C@H]1[C@@H](O[C@@H]([C@@H]([C@@H]1OC(C)=O)OC(C)=O)COC(C)=O)O[C@H]1[C@@H]([C@H]([C@@H](O[C@@H]1COC(C)=O)N)OC(C)=O)OC(C)=O (4-O-(2,3,4,6-Tetra-O-acetyl-β-D-galactopyranosyl)-2,3,6-tri-O-acetyl-β-D-glucopyranosyl amine). Isolated yield 100.0%. As a reaction SMILES: [C:1]([O:4][C@@H:5]1[C@@H:10]([O:11][C:12](=[O:14])[CH3:13])[C@@H:9]([O:15][C:16](=[O:18])[CH3:17])[C@@H:8]([CH2:19][O:20][C:21](=[O:23])[CH3:22])[O:7][C@H:6]1[O:24][C@@H:25]1[C@@H:30]([CH2:31][O:32][C:33](=[O:35])[CH3:34])[O:29][C@@H:28]([N:36]=[N+]=[N-])[C@H:27]([O:39][C:40](=[O:42])[CH3:41])[C@H:26]1[O:43][C:44](=[O:46])[CH3:45])(=[O:3])[CH3:2]>CO.[Pd]>[C:1]([O:4][C@@H:5]1[C@@H:10]([O:11][C:12](=[O:14])[CH3:13])[C@@H:9]([O:15][C:16](=[O:18])[CH3:17])[C@@H:8]([CH2:19][O:20][C:21](=[O:23])[CH3:22])[O:7][C@H:6]1[O:24][C@@H:25]1[C@@H:30]([CH2:31][O:32][C:33](=[O:35])[CH3:34])[O:29][C@@H:28]([NH2:36])[C@H:27]([O:39][C:40](=[O:42])[CH3:41])[C@H:26]1[O:43][C:44](=[O:46])[CH3:45])(=[O:3])[CH3:2]. Procedure details: A solution of 1S (430 mg, 0.65 mmol) and 10% Pd/C (80 mg) in methanol (20 ml) was stirred under a hydrogen atmosphere for 30 min. The mixture was filtered through Celite and concentrated to give 413 mg (100%) of unstable glycosylamine 2S which was used without further purification in the next reaction.